Dataset: the Open Reaction Database (ORD), a public repository of structured organic reaction records. Task: describe an organic reaction: reactants, conditions, products, and yield Run in CO (methanol), O1CCCC1 (tetrahydrofuran). The yield is 59.3%. Starting materials: [OH-].[Na+] (sodium hydroxide), CC1=NC(=NO1)C1=CC=C(C=N1)OC=1C=CC(=C(C(=O)OC)C1)[N+](=O)[O-] (methyl 5-{[6-(5-methyl-1,2,4-oxadiazol-3-yl)pyridin-3-yl]oxy}-2-nitrobenzoate), C(CC(O)(C(=O)O)CC(=O)O)(=O)O (citric acid). Reported procedure: 1.96 ml of aqueous 5 N sodium hydroxide solution was added to a solution of 700 mg of methyl 5-{[6-(5-methyl-1,2,4-oxadiazol-3-yl)pyridin-3-yl]oxy}-2-nitrobenzoate in 5 ml of methanol and 5 ml of tetrahydrofuran, and stirred at room temperature for 2.5 hours. Aqueous 10% citric acid solution was added to neutralize it, then extracted with ethyl acetate, and the organic layer was dried, and the solvent was evaporated away under reduced pressure to obtain 399 mg of 5-{[6-(5-methyl-1,2,4-oxadiazol-... Yields the product CC1=NC(=NO1)C1=CC=C(C=N1)OC=1C=CC(=C(C(=O)O)C1)[N+](=O)[O-] (5-{[6-(5-methyl-1,2,4-oxadiazol-3-yl)pyridin-3-yl]oxy}-2-nitrobenzoic acid). Reaction conditions: time 2.5 hour. RXN SMILES: [OH-].[Na+].[CH3:3][C:4]1[O:8][N:7]=[C:6]([C:9]2[N:14]=[CH:13][C:12]([O:15][C:16]3[CH:17]=[CH:18][C:19]([N+:26]([O-:28])=[O:27])=[C:20]([CH:25]=3)[C:21]([O:23]C)=[O:22])=[CH:11][CH:10]=2)[N:5]=1.C(O)(=O)CC(CC(O)=O)(C(O)=O)O>CO.O1CCCC1>[CH3:3][C:4]1[O:8][N:7]=[C:6]([C:9]2[N:14]=[CH:13][C:12]([O:15][C:16]3[CH:17]=[CH:18][C:19]([N+:26]([O-:28])=[O:27])=[C:20]([CH:25]=3)[C:21]([OH:23])=[O:22])=[CH:11][CH:10]=2)[N:5]=1 |f:0.1|. The reactants are C(C)N(C(C1=C(C=CC(=C1)C(F)(F)F)Br)=N)CC (N,N-diethyl-2-bromo-5-trifluoromethylbenzamidine), NN (hydrazine). Solvent: C(CCC)O (butanol). Product: C(C)N(C1=NNC2=CC=C(C=C12)C(F)(F)F)CC (3-diethylamino-5-trifluoromethylindazole). Reaction SMILES: [CH2:1]([N:3]([CH2:17][CH3:18])[C:4](=[NH:16])[C:5]1[CH:10]=[C:9]([C:11]([F:14])([F:13])[F:12])[CH:8]=[CH:7][C:6]=1Br)[CH3:2].[NH2:19]N>C(O)CCC>[CH2:1]([N:3]([CH2:17][CH3:18])[C:4]1[C:5]2[C:6](=[CH:7][CH:8]=[C:9]([C:11]([F:14])([F:13])[F:12])[CH:10]=2)[NH:19][N:16]=1)[CH3:2]. Procedure: A mixture of 5.0 g. of N,N-diethyl-2-bromo-5-trifluoromethylbenzamidine and 2.0 ml. of 95% hydrazine are refluxed in butanol for 12 hours. Evaporating the solution, treating the residue with ether and filtering gives 3-diethylamino-5-trifluoromethylindazole. Reported procedure: 2-Fluoro-5-hydroxy-4-methylaniline (170 mg, 1.2 mmol), (prepared as described for the starting material in Example 13), was added to a solution of 7-benzyloxy-4-chloroquinazoline hydrochloride (307 mg, 1mmol) in 2-pentanol (5 ml) and the mixture stirred at 120° C. for 2 hours. The mixture was allowed to cool and the resulting precipitate was collected by filtration, washed with isopropanol and then ether and dried under vacuum at 70° C. to give 7-benzyloxy-4-(2-fluoro-5-hydroxy-4-methylanilino)q... The yield is 80.4%. Run in CC(CCC)O (2-pentanol). Reaction SMILES: [F:1][C:2]1[CH:8]=[C:7]([CH3:9])[C:6]([OH:10])=[CH:5][C:3]=1[NH2:4].Cl.[CH2:12]([O:19][C:20]1[CH:29]=[C:28]2[C:23]([C:24]([Cl:30])=[N:25][CH:26]=[N:27]2)=[CH:22][CH:21]=1)[C:13]1[CH:18]=[CH:17][CH:16]=[CH:15][CH:14]=1>CC(O)CCC>[ClH:30].[CH2:12]([O:19][C:20]1[CH:29]=[C:28]2[C:23]([C:24]([NH:4][C:3]3[CH:5]=[C:6]([OH:10])[C:7]([CH3:9])=[CH:8][C:2]=3[F:1])=[N:25][CH:26]=[N:27]2)=[CH:22][CH:21]=1)[C:13]1[CH:14]=[CH:15][CH:16]=[CH:17][CH:18]=1 |f:1.2,4.5|. The product is Cl.C(C1=CC=CC=C1)OC1=CC=C2C(=NC=NC2=C1)NC1=C(C=C(C(=C1)O)C)F (7-benzyloxy-4-(2-fluoro-5-hydroxy-4-methylanilino)quinazoline hydrochloride). The reactants are FC1=C(N)C=C(C(=C1)C)O (2-Fluoro-5-hydroxy-4-methylaniline), Cl.C(C1=CC=CC=C1)OC1=CC=C2C(=NC=NC2=C1)Cl (7-benzyloxy-4-chloroquinazoline hydrochloride). Conditions: temperature 120 celsius, time 2 hour. RXN SMILES: [CH3:10][O:11][c:12]1[cH:13][c:14]([OH:18])[cH:15][cH:16][cH:17]1.[CH3:19][N:20]([CH3:21])[C:22](=[O:23])[N:24]([CH3:25])[CH3:26].[CH3:1][c:2]1[cH:3][c:4]([CH3:9])[c:5]([Br:8])[cH:6][cH:7]1.[CH3:27][N:28]1[CH2:29][CH2:30][CH2:31][C:32]1=[O:33].[OH2:34]>>[CH3:1][c:2]1[cH:3][c:4]([CH3:9])[c:5]([O:18][c:14]2[cH:13][c:12]([O:11][CH3:10])[cH:17][cH:16][cH:15]2)[cH:6][cH:7]1. Reactants: COc1cccc(O)c1, CN(C)C(=O)N(C)C, Cc1ccc(Br)c(C)c1, CN1CCCC1=O, O. The product is COc1cccc(Oc2ccc(C)cc2C)c1.